Dataset: the Open Reaction Database (ORD), a public repository of structured organic reaction records. Task: describe an organic reaction: reactants, conditions, products, and yield Reactants: C(C)(C)OC(N(C1=CC(=CC=C1)Cl)CCl)=O (Isopropyl-N-chloromethyl-N-(3-chlorophenyl)-carbamate), C(C)(=O)[O-].[Na+] (sodium acetate). Solvent: C(C)#N (acetonitrile). Reaction conditions: time 4 hour. Product: C(C)(C)OC(N(C1=CC(=CC=C1)Cl)COC(C)=O)=O (Isopropyl-N-acetoxymethyl-N-(3-chlorophenyl)carbamate). Yield: 59.8%. As a reaction SMILES: [CH:1]([O:4][C:5](=[O:16])[N:6]([CH2:14]Cl)[C:7]1[CH:12]=[CH:11][CH:10]=[C:9]([Cl:13])[CH:8]=1)([CH3:3])[CH3:2].[C:17]([O-:20])(=[O:19])[CH3:18].[Na+]>C(#N)C>[CH:1]([O:4][C:5](=[O:16])[N:6]([CH2:14][O:20][C:17](=[O:19])[CH3:18])[C:7]1[CH:12]=[CH:11][CH:10]=[C:9]([Cl:13])[CH:8]=1)([CH3:3])[CH3:2] |f:1.2|. Procedure details: A mixture of 52.4 g (0.2 mole) of Isopropyl-N-chloromethyl-N-(3-chlorophenyl)-carbamate and 24.6 g (0.3 mole) of anhydrous sodium acetate in 700 ml of anhydrous acetonitrile was boiled for four hours under reflux. After cooling, the salts were filtered off, the filtrate was evaporated, the residue was dissolved in 300 ml of ether and the ether solution was washed with water and dried over freshly calcined sodium sulfate. Thereafter, the solvent was distilled off and the resulting oil was distill... The reactants are O=[N+]([O-])c1ccc(Cl)cc1, Oc1cccc(F)c1, [H-], [Na+], C1CCOC1. The product is O=[N+]([O-])c1ccc(Oc2cccc(F)c2)cc1. As a reaction SMILES: [Cl:1][c:2]1[cH:3][cH:4][c:5]([N+:8](=[O:9])[O-:10])[cH:6][cH:7]1.[F:11][c:12]1[cH:13][c:14]([OH:18])[cH:15][cH:16][cH:17]1.[H-:19].[Na+:20].[O:21]1[CH2:22][CH2:23][CH2:24][CH2:25]1>>[c:2]1([O:18][c:14]2[cH:13][c:12]([F:11])[cH:17][cH:16][cH:15]2)[cH:3][cH:4][c:5]([N+:8](=[O:9])[O-:10])[cH:6][cH:7]1. Reactants: CCCC(=O)C1C(=O)CC(CC2CCOCC2)C(C(=O)OC)C1=O, CCO[NH3+], CCO, CC(=O)[O-], [Cl-], [Na+]. Yields the product CCCC(NOCC)=C1C(=O)CC(CC2CCOCC2)C(C(=O)OC)C1=O. Reaction SMILES: [C:1]([CH2:2][CH2:3][CH3:4])(=[O:5])[CH:6]1[C:7](=[O:24])[CH2:8][CH:9]([CH2:17][CH:18]2[CH2:19][CH2:20][O:21][CH2:22][CH2:23]2)[CH:10]([C:13](=[O:14])[O:15][CH3:16])[C:11]1=[O:12].[CH2:26]([CH3:27])[O:28][NH3+:29].[CH3:30][CH2:31][OH:32].[CH3:34][C:35](=[O:36])[O-:37].[Cl-:25].[Na+:33]>>[C:1]([CH2:2][CH2:3][CH3:4])(=[C:6]1[C:7](=[O:24])[CH2:8][CH:9]([CH2:17][CH:18]2[CH2:19][CH2:20][O:21][CH2:22][CH2:23]2)[CH:10]([C:13](=[O:14])[O:15][CH3:16])[C:11]1=[O:12])[NH:29][O:28][CH2:26][CH3:27]. Starting materials: FC=1C(=C(NCCCCOC)C=CC1)[N+](=O)[O-] (3-Fluoro-N-(4-methoxybutyl)-2-nitroaniline). Reagents/catalysts: [C].[Pd] (palladium-carbon). The solvent is CO (methanol). Reaction conditions: time 3 hour. The product is FC1=CC=CC(=C1N)NCCCCOC (6-fluoro-2-(4-methoxybutylamino)aniline). Yield: 100.0%. RXN SMILES: [F:1][C:2]1[C:3]([N+:15]([O-])=O)=[C:4]([CH:12]=[CH:13][CH:14]=1)[NH:5][CH2:6][CH2:7][CH2:8][CH2:9][O:10][CH3:11]>CO.[C].[Pd]>[F:1][C:2]1[C:3]([NH2:15])=[C:4]([NH:5][CH2:6][CH2:7][CH2:8][CH2:9][O:10][CH3:11])[CH:12]=[CH:13][CH:14]=1 |f:2.3|. Procedure details: 3-Fluoro-N-(4-methoxybutyl)-2-nitroaniline (2.90 g) was dissolved in methanol (50 ml), palladium-carbon (5%, 230 mg) was added, and the mixture was stirred for 3 hr under a hydrogen atmosphere. The reaction mixture was filtered through celite, and the filtrate was concentrated under reduced pressure to give the object product (2.54 g). Starting materials: n-bromobutane, C(C)(=O)C1=CC=2CC3=CC=CC=C3C2C=C1 (2-acetylfluorene), [OH-].[K+] (potassium hydroxide), [I-].[K+] (potassium iodide), O (water). The solvent is CS(=O)C (dimethylsulfoxide). Run at temperature 15 celsius, time 2 hour. Product: C(CCC)C1(C2=CC=CC=C2C=2C=CC(=CC12)C(C)=O)CCCC (1-(9,9-di-n-butylfluorene-2-yl)-ethanone). The yield is 181.3%. RXN SMILES: [C:1]([C:4]1[CH:16]=[CH:15][C:14]2[C:13]3[C:8](=[CH:9][CH:10]=[CH:11][CH:12]=3)[CH2:7][C:6]=2[CH:5]=1)(=[O:3])[CH3:2].[OH-].[K+].[I-].[K+].O>CS(C)=O>[CH2:2]([C:7]1([CH2:7][CH2:6][CH2:14][CH3:13])[C:6]2[CH:5]=[C:4]([C:1](=[O:3])[CH3:2])[CH:16]=[CH:15][C:14]=2[C:13]2[C:8]1=[CH:9][CH:10]=[CH:11][CH:12]=2)[CH2:1][CH2:4][CH3:5] |f:1.2,3.4|. Procedure: 15.9 g of 2-acetylfluorene (11) (76.4 mmol), 18.9 g of potassium hydroxide (0.27 mol, purity: 80%), and 1.26 g of potassium iodide (7.6 mmol) were dissolved in 350 ml of anhydrous dimethylsulfoxide under nitrogen atmosphere, and a reaction temperature was maintained at 15° C. Then, 33 ml of n-bromobutane (0.3 mol) was slowly added thereto for 2 hours, followed by stirring at 15° C. for 1 hour. Thereafter 200 ml of distilled water was added to the reaction mixture and stirred for about 30 minutes... Yields the product FC1(OC2=C(O1)C=CC=C2C=O)F (2,2-Difluoro-4-formyl-1,3-benzodioxole). Procedure: 117 g of crude 4-bromomethyl-2,2-difluoro-1,3-benzodioxole are added to 120 g of urotropin in 250 ml of water and the mixture is heated under reflux for 3 hours. 120 ml of hydrochloric acid in 150 ml of water are then added and the mixture is heated for a further 3 hours. The crude product is then driven over with steam, removed from the receiver and shaken with 100 g of sodium bisulphate in 250 ml of water. After extraction with methylene chloride, the aqueous phase is acidified with 2N sulphur... Starting materials: Cl (hydrochloric acid), O (water), crude product, BrCC1=CC=CC=2OC(OC21)(F)F (4-bromomethyl-2,2-difluoro-1,3-benzodioxole), C1N2CN3CN1CN(C2)C3 (urotropin), O (water). As a reaction SMILES: Br[CH2:2][C:3]1[C:11]2[O:10][C:9]([F:13])([F:12])[O:8][C:7]=2[CH:6]=[CH:5][CH:4]=1.C1N2CN3CN(C2)CN1C3.Cl.[OH2:25]>>[F:12][C:9]1([F:13])[O:8][C:7]2[CH:6]=[CH:5][CH:4]=[C:3]([CH:2]=[O:25])[C:11]=2[O:10]1. Starting materials: O (water), N1C(=O)C(=O)C2=CC=CC=C12 (isatin), C([O-])([O-])=O.[K+].[K+] (potassium carbonate), C(C)(C)(C)OC(CBr)=O (bromoacetic acid tert-butyl ester). The solvent is CN(C)C=O (N,N′-dimethylformamide). Yields the product C(C)(C)(C)OC(CN1C(C(C2=CC=CC=C12)=O)=O)=O ((2,3-Dioxo-2,3-dihydro-indol-1-yl)-acetic acid tert-butyl ester). RXN SMILES: [NH:1]1[C:11]2[C:6](=[CH:7][CH:8]=[CH:9][CH:10]=2)[C:4](=[O:5])[C:2]1=[O:3].C(=O)([O-])[O-].[K+].[K+].[C:18]([O:22][C:23](=[O:26])[CH2:24]Br)([CH3:21])([CH3:20])[CH3:19].O>CN(C=O)C>[C:18]([O:22][C:23](=[O:26])[CH2:24][N:1]1[C:11]2[C:6](=[CH:7][CH:8]=[CH:9][CH:10]=2)[C:4](=[O:5])[C:2]1=[O:3])([CH3:21])([CH3:20])[CH3:19] |f:1.2.3|. Procedure: 44.1 g (0.3 mol) of isatin, 62.5 g (0.45 mol) of potassium carbonate and 66.2 g (0.34 mol) of bromoacetic acid tert-butyl ester (from Aldrich) are stirred in 100 ml of N,N′-dimethylformamide at room temperature for 24 hours. The mixture is then poured into 800 ml of water, and the precipitate formed is filtered off, washed with water and dried at 60° C. After recrystallising once from toluene-hexane (1:1), 608 g (78% of theory) of product having a melting point of 119-121° C. are obtained.